This data is from the Open Reaction Database (ORD), a public repository of structured organic reaction records. The task is: describe an organic reaction: reactants, conditions, products, and yield Reactants: CC(C)(C)OC(=O)n1ccc2cc(-c3ccc(OC4CN5CCC4CC5)nn3)ccc21, C1CCOC1, CC(C)(C)[O-], [Li]CCCC, ClC(Cl)(Cl)C(Cl)(Cl)Cl, [K+]. Yields the product CC(C)(C)OC(=O)n1c(Cl)cc2cc(-c3ccc(OC4CN5CCC4CC5)nn3)ccc21. Reaction SMILES: [C:1]([CH3:2])([CH3:3])([CH3:4])[O:5][C:6](=[O:7])[n:8]1[cH:9][cH:10][c:11]2[cH:12][c:13](-[c:17]3[n:18][n:19][c:20]([O:23][CH:24]4[CH2:25][N:26]5[CH2:27][CH2:28][CH:29]4[CH2:30][CH2:31]5)[cH:21][cH:22]3)[cH:14][cH:15][c:16]12.[CH2:51]1[O:52][CH2:53][CH2:54][CH2:55]1.[CH3:32][C:33]([CH3:34])([O-:35])[CH3:36].[CH3:38][CH2:39][CH2:40][CH2:41][Li:42].[Cl:43][C:44]([C:45]([Cl:46])([Cl:47])[Cl:48])([Cl:49])[Cl:50].[K+:37]>>[C:1]([CH3:2])([CH3:3])([CH3:4])[O:5][C:6](=[O:7])[n:8]1[c:9]([Cl:43])[cH:10][c:11]2[cH:12][c:13](-[c:17]3[n:18][n:19][c:20]([O:23][CH:24]4[CH2:25][N:26]5[CH2:27][CH2:28][CH:29]4[CH2:30][CH2:31]5)[cH:21][cH:22]3)[cH:14][cH:15][c:16]12. Reactants: O1C(CCCC1)CO (tetrahydropyran-2-methanol), CO (MeOH), [N+](=[N-])=CC(=O)OCC (ethyl diazoacetate). The reagents and catalysts are CC(=O)O.CC(=O)O.CC(=O)O.CC(=O)O.[Rh].[Rh] (rhodium (II) acetate dimer). Solvent: ClCCl (dichloromethane). Conditions: time 20 minute. The product is C(C)OC(COCC1OCCCC1)=O ((Tetrahydropyran-2-yl)methoxyacetic acid ethyl ester). The yield is 82.1%. Reaction SMILES: [O:1]1[CH2:6][CH2:5][CH2:4][CH2:3][CH:2]1[CH2:7][OH:8].[N+](=[CH:11][C:12]([O:14][CH2:15][CH3:16])=[O:13])=[N-].CO>ClCCl.CC(O)=O.CC(O)=O.CC(O)=O.CC(O)=O.[Rh].[Rh]>[CH2:15]([O:14][C:12](=[O:13])[CH2:11][O:8][CH2:7][CH:2]1[CH2:3][CH2:4][CH2:5][CH2:6][O:1]1)[CH3:16] |f:4.5.6.7.8.9|. Reported procedure: To a solution of tetrahydropyran-2-methanol (1.13 mL, 10.0 mmol) in dichloromethane (20 mL) is added rhodium (II) acetate dimer (11 mg) followed by ethyl diazoacetate (1.05 mL, 10.0 mmol). The reaction mixture is stirred at rt for 20 min. To the reaction mixture is added MeOH (0.5 mL), and the solvents rotary evaporated. The residue is purified by chromatography on silica gel; elution with EtOAc:heptane (30:70) gives 1.66 g of the product 458. 1H NMR (CDCl3) δ 4.3-4.1 (m, 4 H), 4.0 (m, 1 H), 3.6... Starting materials: CN(C)C=O, CC(C)O, O=S(Cl)Cl, O=C(O)C(C(=O)O)c1ccccc1. Yields the product CC(C)OC(=O)C(C(=O)O)c1ccccc1. Reaction SMILES: [CH3:22][N:23]([CH3:24])[CH:25]=[O:26].[CH:18]([CH3:19])([CH3:20])[OH:21].[S:14]([Cl:15])([Cl:16])=[O:17].[c:1]1([CH:7]([C:8](=[O:9])[OH:10])[C:11](=[O:12])[OH:13])[cH:2][cH:3][cH:4][cH:5][cH:6]1>>[c:1]1([CH:7]([C:8](=[O:9])[O:10][CH:18]([CH3:19])[CH3:20])[C:11](=[O:12])[OH:13])[cH:2][cH:3][cH:4][cH:5][cH:6]1. Starting materials: OC1=CC=C(C=C1)C(C#N)C (4-hydroxyphenylpropanenitrile), C1(=CC=CC=C1)CCCBr (3-phenylpropyl bromide), C([O-])([O-])=O.[K+].[K+] (potassium carbonate), CN(C=O)C (N,N-dimethyl formamide). Run in C(C)OCC (diethyl ether). Conditions: time 16 hour. Yields the product C1(=CC=CC=C1)CCCOC1=CC=C(C=C1)CCC#N (3-[4-(3-phenylpropoxy)phenyl]propanenitrile). RXN SMILES: [OH:1][C:2]1[CH:7]=[CH:6][C:5]([CH:8]([CH3:11])C#N)=[CH:4][CH:3]=1.[C:12]1([CH2:18][CH2:19][CH2:20]Br)[CH:17]=[CH:16][CH:15]=[CH:14][CH:13]=1.C(=O)([O-])[O-].[K+].[K+].[CH3:28][N:29](C)C=O>C(OCC)C>[C:12]1([CH2:18][CH2:19][CH2:20][O:1][C:2]2[CH:3]=[CH:4][C:5]([CH2:8][CH2:11][C:28]#[N:29])=[CH:6][CH:7]=2)[CH:17]=[CH:16][CH:15]=[CH:14][CH:13]=1 |f:2.3.4|. Reported procedure: To a solution of 4-hydroxyphenylpropanenitrile (5.25 g) in N,N-dimethyl formamide (40 mL), 3-phenylpropyl bromide (7.1 g) and potassium carbonate (14.79 g) were added, followed by stirring at room temperature for 16 hours. Then, the reaction mixture was diluted with diethyl ether and an organic layer was successively washed with water and brine. After the organic layer was dried, the solvent was concentrated and the obtained residue was purified by silica gel column chromatography (hexane:ethyl ...